Dataset: the Open Reaction Database (ORD), a public repository of structured organic reaction records. Task: describe an organic reaction: reactants, conditions, products, and yield Yields the product FC(C=CSC=1OC2=C(N1)C=CC=C2)C(F)F (2-(3,4,4-trifluoro-butenylthio)-benzoxazole). Reaction conditions: time 2 hour. As a reaction SMILES: [SH:1][C:2]1[O:3][C:4]2[CH:10]=[CH:9][CH:8]=[CH:7][C:5]=2[N:6]=1.Br[CH2:12][CH2:13][C:14]([F:18])=[C:15]([F:17])[F:16].C(=O)([O-])[O-].[K+].[K+]>CC(C)=O>[F:18][CH:14]([CH:15]([F:17])[F:16])[CH:13]=[CH:12][S:1][C:2]1[O:3][C:4]2[CH:10]=[CH:9][CH:8]=[CH:7][C:5]=2[N:6]=1 |f:2.3.4|. Yield: 103.2%. Procedure details: 2-Mercaptobenzoxazole (2 g), 4-bromo-1,1,2-trifluorobut-1-ene (2.75 g) and potassium carbonate (1 g) were stirred together in 40 ml of acetone and heated to reflux. After 2 hours the reaction mixture was allowed to cool, filtered to remove insoluble potassium salts and the filterate was evaporated under reduced pressure to yield 3.54 g of a brown oil which was used in step b without purification. Starting materials: SC=1OC2=C(N1)C=CC=C2 (2-Mercaptobenzoxazole), BrCCC(=C(F)F)F (4-bromo-1,1,2-trifluorobut-1-ene), C([O-])([O-])=O.[K+].[K+] (potassium carbonate). Solvent: CC(=O)C (acetone).